This data is from the Open Reaction Database (ORD), a public repository of structured organic reaction records. The task is: describe an organic reaction: reactants, conditions, products, and yield Starting materials: CO, CCCNC(=O)c1ccc(-c2cc(C(=O)NC3CC3)cc(F)c2C)nc1, ClC(Cl)Cl, O=C(OO)c1cccc(Cl)c1. Yields the product CCCNC(=O)c1ccc(-c2cc(C(=O)NC3CC3)cc(F)c2C)[n+]([O-])c1. As a reaction SMILES: [CH3:42][OH:43].[CH:12]1([NH:15][C:16](=[O:17])[c:18]2[cH:19][c:20]([F:37])[c:21]([CH3:36])[c:22](-[c:24]3[n:25][cH:26][c:27]([C:28](=[O:29])[NH:30][CH2:31][CH2:32][CH3:33])[cH:34][cH:35]3)[cH:23]2)[CH2:13][CH2:14]1.[CH:38]([Cl:39])([Cl:40])[Cl:41].[OH:1][O:2][C:3]([c:4]1[cH:5][c:6]([Cl:7])[cH:8][cH:9][cH:10]1)=[O:11]>>[O-:1][n+:25]1[c:24](-[c:22]2[c:21]([CH3:36])[c:20]([F:37])[cH:19][c:18]([C:16]([NH:15][CH:12]3[CH2:13][CH2:14]3)=[O:17])[cH:23]2)[cH:35][cH:34][c:27]([C:28](=[O:29])[NH:30][CH2:31][CH2:32][CH3:33])[cH:26]1.